Dataset: the Open Reaction Database (ORD), a public repository of structured organic reaction records. Task: describe an organic reaction: reactants, conditions, products, and yield Reactants: FC1=C(C=CC=C1)N=C=O (2-fluorophenyl isocyanate), COC=1C=C2C(=NN(C2=CC1)CC1=CC(=CC=C1)[N+](=O)[O-])O (5-methoxy-1-(3-nitrobenzyl)-1H-indazol-3-ol). Run in O1CCCC1 (tetrahydrofuran). The product is FC1=C(C=CC=C1)NC(=O)N1N(C2=CC=C(C=C2C1=O)OC)CC1=CC(=CC=C1)[N+](=O)[O-] (5-Methoxy-1-(3-nitrobenzyl)-3-oxo-1,3-dihydroindazole-2-carboxylic acid (2-fluorophenyl)amide). Reaction SMILES: [F:1][C:2]1[CH:7]=[CH:6][CH:5]=[CH:4][C:3]=1[N:8]=[C:9]=[O:10].[CH3:11][O:12][C:13]1[CH:14]=[C:15]2[C:19](=[CH:20][CH:21]=1)[N:18]([CH2:22][C:23]1[CH:28]=[CH:27][CH:26]=[C:25]([N+:29]([O-:31])=[O:30])[CH:24]=1)[N:17]=[C:16]2[OH:32]>O1CCCC1>[F:1][C:2]1[CH:7]=[CH:6][CH:5]=[CH:4][C:3]=1[NH:8][C:9]([N:17]1[C:16](=[O:32])[C:15]2[C:19](=[CH:20][CH:21]=[C:13]([O:12][CH3:11])[CH:14]=2)[N:18]1[CH2:22][C:23]1[CH:28]=[CH:27][CH:26]=[C:25]([N+:29]([O-:31])=[O:30])[CH:24]=1)=[O:10]. Procedure details: 1.8 g (0.013 mol) of 2-fluorophenyl isocyanate are added to a solution of 3.0 g (0.01 mol) of 5-methoxy-1-(3-nitrobenzyl)-1H-indazol-3-ol in 100 ml of tetrahydrofuran and the mixture is heated under reflux for 4 hours. It is then concentrated to 20 ml, and the precipitate deposited is filtered off with suction and recrystallized from ethyl acetate. The reactants are COC(CCCCCCNCC1=CC=C(C=C1)C1=NC=CC=N1)=O (7-(4-Pyrimidin-2-yl-benzylamino)-heptanoic acid methyl ester), Cl.N1=CC(=CC=C1)S(=O)(=O)Cl (pyridine-3-sulfonyl chloride hydrochloride). The solvent is C(C)N(CC)CC (triethylamine). Product: COC(CCCCCCN(CC1=CC=C(C=C1)C1=NC=CC=N1)S(=O)(=O)C=1C=NC=CC1)=O (7-[(Pyridine-3-sulfonyl)-(4-pyrimidin-2-yl-benzyl)-amino]-heptanoic acid methyl ester). As a reaction SMILES: [CH3:1][O:2][C:3](=[O:24])[CH2:4][CH2:5][CH2:6][CH2:7][CH2:8][CH2:9][NH:10][CH2:11][C:12]1[CH:17]=[CH:16][C:15]([C:18]2[N:23]=[CH:22][CH:21]=[CH:20][N:19]=2)=[CH:14][CH:13]=1.Cl.[N:26]1[CH:31]=[CH:30][CH:29]=[C:28]([S:32](Cl)(=[O:34])=[O:33])[CH:27]=1>C(N(CC)CC)C>[CH3:1][O:2][C:3](=[O:24])[CH2:4][CH2:5][CH2:6][CH2:7][CH2:8][CH2:9][N:10]([S:32]([C:28]1[CH:27]=[N:26][CH:31]=[CH:30][CH:29]=1)(=[O:34])=[O:33])[CH2:11][C:12]1[CH:13]=[CH:14][C:15]([C:18]2[N:23]=[CH:22][CH:21]=[CH:20][N:19]=2)=[CH:16][CH:17]=1 |f:1.2|. Reported procedure: The title compound of Step B was prepared from 7-(4-pyrimidin-2-yl-benzylamino)-heptanoic acid methyl ester of Step A and pyridine-3-sulfonyl chloride hydrochloride, of Preparation 2, following the method described in Example 1, Step B using triethylamine in place of N,N-diisopropylethylamine. 1H NMR (400 MHz, CDCl3) δ 9.07 (d, 1H), 8.80 (m, 3H), 8.37 (d, 2H), 8.10 (m, 1H), 7.46 (m, 1H), 7.37 (d, 2H), 7.19 (m, 1H), 4.43 (s, 2H), 3.62 (s, 3H), 3.15 (t, 2H), 2.20 (t, 2H), 1.48 (m, 2H), 1.38 (m, 2H...